This data is from the Open Reaction Database (ORD), a public repository of structured organic reaction records. The task is: describe an organic reaction: reactants, conditions, products, and yield Reactants: ( 1 ), N(=NC(C(=O)OC)(C)C)C(C(=O)OC)(C)C (V-601), N(=NC(C(=O)OC)(C)C)C(C(=O)OC)(C)C (V-601), methoxypolyethylene glycol methacrylate, C(C(=C)C)(=O)O (methacrylic acid), ( 1 ), C(C(=C)C)(=O)OC (methyl methacrylate), C(C(=C)C)(=O)OCC1=CC=CC=C1 (benzyl methacrylate), N(=NC(C(=O)OC)(C)C)C(C(=O)OC)(C)C (V-601). The solvent is C(C)C(=O)C (methyl ethyl ketone), C(C)C(=O)C (methyl ethyl ketone), C(C)C(=O)C (methyl ethyl ketone), C(C)C(=O)C (methyl ethyl ketone). Reaction conditions: temperature 87 celsius, time 2 hour. Product: C(C(=C)C)(=O)OC.C(C(=C)C)(=O)OCC1=CC=CC=C1 (methyl methacrylate benzyl methacrylate), C(C(=C)C)(=O)O (methacrylic acid). As a reaction SMILES: [C:1]([O:6][CH3:7])(=[O:5])[C:2]([CH3:4])=[CH2:3].[C:8]([O:13][CH2:14][C:15]1[CH:20]=[CH:19][CH:18]=[CH:17][CH:16]=1)(=[O:12])[C:9]([CH3:11])=[CH2:10].[C:21]([OH:26])(=[O:25])[C:22]([CH3:24])=[CH2:23].N(C(C)(C)C(OC)=O)=NC(C)(C)C(OC)=O>C(C(C)=O)C>[C:1]([O:6][CH3:7])(=[O:5])[C:2]([CH3:4])=[CH2:3].[C:8]([O:13][CH2:14][C:15]1[CH:16]=[CH:17][CH:18]=[CH:19][CH:20]=1)(=[O:12])[C:9]([CH3:11])=[CH2:10].[C:21]([OH:26])(=[O:25])[C:22]([CH3:24])=[CH2:23] |f:5.6|. Procedure details: In a 2-liter three-neck flask equipped with a stirrer, a thermometer, a reflux condenser and a nitrogen gas introduction tube, 560.0 g of methyl ethyl ketone were placed and the surrounding temperature of the reaction container was increased to 87° C. While maintaining the refluxed state in the reaction container (refluxed until the reaction was completed), a mixed solution of 429.2 g of methyl methacrylate, 87.0 g of benzyl methacrylate, 29.0 g of PME-1000 (trade name, methoxypolyethylene glyco...